Dataset: the Open Reaction Database (ORD), a public repository of structured organic reaction records. Task: describe an organic reaction: reactants, conditions, products, and yield Reactants: Methyl-2-lithio propionate, CS(=O)(=O)OCCCC1(OCC2(CCC1O2)CCO)C ((1RS,4SR,5RS)-4-(3-methanesulfonyloxypropyl)-4-methyl-3,8-dioxabicyclo[3.2.1]octane-1-ethanol), [Cl-].[NH4+] (ammonium chloride), C(CC)(=O)OC (methyl propionate), C(C)(C)[N-]C(C)C.[Li+] (lithium diisopropylamide). The solvent is O1CCCC1 (tetrahydrofuran), O1CCCC1 (tetrahydrofuran). Reaction conditions: time 2 hour. Yields the product C(=O)(OC)C(CCCC1(OCC2(CCC1O2)CCO)C)C ((1RS,4SR,5RS)-4-(4-carbomethoxypentyl)-4-methyl-3,8-dioxabicyclo[3.2.1]octane-1-ethanol). Isolated yield 28.3%. RXN SMILES: [C:1]([O:5][CH3:6])(=[O:4])[CH2:2][CH3:3].C([N-]C(C)C)(C)C.[Li+].CS(O[CH2:20][CH2:21][CH2:22][C:23]1([CH3:34])[CH:29]2[O:30][C:26]([CH2:31][CH2:32][OH:33])([CH2:27][CH2:28]2)[CH2:25][O:24]1)(=O)=O.[Cl-].[NH4+]>O1CCCC1>[C:1]([CH:2]([CH3:3])[CH2:20][CH2:21][CH2:22][C:23]1([CH3:34])[CH:29]2[O:30][C:26]([CH2:31][CH2:32][OH:33])([CH2:27][CH2:28]2)[CH2:25][O:24]1)([O:5][CH3:6])=[O:4] |f:1.2,4.5|. Reported procedure: Methyl-2-lithio propionate is generated from methyl propionate (176 mg, 2 mM) and lithium diisopropylamide (2 mM) in tetrahydrofuran (5 ml) under nitrogen in the usual manner. To this reagent, (1RS,4SR,5RS)-4-(3-methanesulfonyloxypropyl)-4-methyl-3,8-dioxabicyclo[3.2.1]octane-1-ethanol (258 mg, 0.84 mM) in tetrahydrofuran (5 ml) is slowly added at -78° C. and stirred for two hours. The resulting mixture is allowed to warm to room temperature and stirred for an additional hour. This mixture is th... Starting materials: C1=CC=C(C=C1)C2=CC=CC=C2.C1=CC=C(C=C1)OC2=CC=CC=C2 (Dowtherm), BrC1=CC=C(C=C1)NC=C(C(=O)OC)C(=O)C1CC1 (methyl 3-(4-bromophenylamino)-2-(cyclopropanecarbonyl)acrylate). Solvent: hexanes diethyl ether. Run at time 20 minute. The product is BrC=1C=C2C(=C(C=NC2=CC1)C(=O)C1CC1)O ((6-Bromo-4-hydroxyquinolin-3-yl)(cyclopropyl)methanone). The yield is 44.9%. As a reaction SMILES: C1C=CC(C2C=CC=CC=2)=CC=1.C1C=CC(OC2C=CC=CC=2)=CC=1.[Br:26][C:27]1[CH:32]=[CH:31][C:30]([NH:33][CH:34]=[C:35]([C:40]([CH:42]2[CH2:44][CH2:43]2)=[O:41])[C:36]([O:38]C)=O)=[CH:29][CH:28]=1>>[Br:26][C:27]1[CH:28]=[C:29]2[C:30](=[CH:31][CH:32]=1)[N:33]=[CH:34][C:35]([C:40]([CH:42]1[CH2:44][CH2:43]1)=[O:41])=[C:36]2[OH:38] |f:0.1|. Procedure details: Dowtherm was heated to 250° C., methyl 3-(4-bromophenylamino)-2-(cyclopropanecarbonyl)acrylate (24 g, 74.1 mmol) was added portionwise and upon complete addition the reaction mixture was stirred for 20 min. The reaction mixture was cooled to room temperature, diluted with 2:1 hexanes/diethyl ether and filtered to afford the desired product (9.71 g, 45%) as an off-white solid: 1H NMR (300 MHz, DMSO-d6) δ 12.65 (s, 1H), 8.51 (s, 1H), 8.32 (d, J=2.3 Hz, 1H), 7.89 (dd, J=8.8, 2.3 Hz, 1H), 7.62 (d, J... The reactants are C(C)OC(\C=C(\C=C\C(=C(\C)/C=1C=C(C=C2C(CCN(C12)CCC)(C)C)C(C)C)\F)/C)=O ((2E,4E,6E)-7-(1-n-propyl-6-isopropyl-4,4-dimethyl-1,2,3,4-tetrahydro-quinolin-8-yl)-6-fluoro-3-methyl-octa-2,4,6-trienoic acid ethyl ester), C(C)OC(\C=C(\C=C\C(=C(\C)/C=1C=C(C=C2C(CCN(C12)CCC)(C)C)C(C)C)\F)/C)=O ((2E,4E,6E)-7-(1-n-propyl-6-isopropyl-4,4-dimethyl-1,2,3,4-tetrahydro-quinolin-8-yl)-6-fluoro-3-methyl-octa-2,4,6-trienoic acid ethyl ester), [OH-].[Na+] (NaOH). The product is F/C(/C=C/C(=C/C(=O)O)/C)=C(\C)/C=1C=C(C=C2C(CCN(C12)CCC)(C)C)C(C)C ((2E,4E,6E)-6-Fluoro-7-(6-isopropyl-4,4-dimethyl-1-propyl-1,2,3,4-tetrahydro-quinolin-8-yl)-3-methyl-octa-2,4,6-trienoic acid). Reaction SMILES: C([O:3][C:4](=[O:32])/[CH:5]=[C:6](\[CH3:31])/[CH:7]=[CH:8]/[C:9](/[F:30])=[C:10](\[C:12]1[CH:13]=[C:14]([CH:27]([CH3:29])[CH3:28])[CH:15]=[C:16]2[C:21]=1[N:20]([CH2:22][CH2:23][CH3:24])[CH2:19][CH2:18][C:17]2([CH3:26])[CH3:25])/[CH3:11])C.[OH-].[Na+]>>[F:30]/[C:9](=[C:10](/[C:12]1[CH:13]=[C:14]([CH:27]([CH3:28])[CH3:29])[CH:15]=[C:16]2[C:21]=1[N:20]([CH2:22][CH2:23][CH3:24])[CH2:19][CH2:18][C:17]2([CH3:26])[CH3:25])\[CH3:11])/[CH:8]=[CH:7]/[C:6](/[CH3:31])=[CH:5]/[C:4]([OH:32])=[O:3] |f:1.2|. Procedure details: Following General Procedure I, (2E,4E,6E)-7-(1-n-propyl-6-isopropyl-4,4-dimethyl-1,2,3,4-tetrahydro-quinolin-8-yl)-6-fluoro-3-methyl-octa-2,4,6-trienoic acid ethyl ester (Compound 26, 830 mg, 1.88 mmol) was hydrolyzed with NaOH to yield the title compound as a yellow solid after purification by column chromatography (silica, first using 100% hexane, followed by 5:95 ethyl acetate:hexane, then 1:1 ethyl acetate:hexane) to yield a yellow oil. The resulting yellow oil was recrystallized from aceton...